This data is from the Open Reaction Database (ORD), a public repository of structured organic reaction records. The task is: describe an organic reaction: reactants, conditions, products, and yield The reactants are CSC(=NC#N)NC1c2cc(C#N)ccc2OC(C)(C)C1O, CNC. Yields the product CN(C)C(=NC#N)NC1c2cc(C#N)ccc2OC(C)(C)C1O. Reaction SMILES: [C:1](#[N:2])[N:3]=[C:4]([NH:5][CH:6]1[CH:7]([OH:20])[C:8]([CH3:18])([CH3:19])[O:9][c:10]2[c:11]1[cH:12][c:13]([C:16]#[N:17])[cH:14][cH:15]2)[S:21][CH3:22].[CH3:23][NH:24][CH3:25]>>[C:1](#[N:2])[N:3]=[C:4]([NH:5][CH:6]1[CH:7]([OH:20])[C:8]([CH3:18])([CH3:19])[O:9][c:10]2[c:11]1[cH:12][c:13]([C:16]#[N:17])[cH:14][cH:15]2)[N:24]([CH3:23])[CH3:25]. Starting materials: ClC(=NC1=C(C=CC=C1)C)C1=C(C=CC=C1Cl)Cl (N-[chloro(2,6-dichlorophenyl)methylene]-2-methylbenzenamine), ClC(Cl)Cl (trichloromethane), [C-]#N.[K+] (potassium cyanide). The reagents and catalysts are [Cl-].C(C)[N+](CC1=CC=CC=C1)(CC)CC (N,N,N-triethylbenzenemethanaminium chloride). The solvent is O (water). Conditions: time 30 minute. The product is ClC1=C(C(=CC=C1)Cl)C(C#N)=NC1=C(C=CC=C1)C (2,6-dichloro-α-[(2-methylphenyl)imino]benzeneacetonitrile). RXN SMILES: Cl[C:2]([C:11]1[C:16]([Cl:17])=[CH:15][CH:14]=[CH:13][C:12]=1[Cl:18])=[N:3][C:4]1[CH:9]=[CH:8][CH:7]=[CH:6][C:5]=1[CH3:10].ClC(Cl)Cl.[C-:23]#[N:24].[K+]>[Cl-].C([N+](CC)(CC)CC1C=CC=CC=1)C.O>[Cl:18][C:12]1[CH:13]=[CH:14][CH:15]=[C:16]([Cl:17])[C:11]=1[C:2](=[N:3][C:4]1[CH:9]=[CH:8][CH:7]=[CH:6][C:5]=1[CH3:10])[C:23]#[N:24] |f:2.3,4.5|. Procedure details: To a stirred solution of 7.45 parts of N-[chloro(2,6-dichlorophenyl)methylene]-2-methylbenzenamine in 150 parts of trichloromethane is added a solution of 4.88 parts of potassium cyanide and 8.5 parts of N,N,N-triethylbenzenemethanaminium chloride in 8 parts of water while stirring vigorously. Stirring is continued for 30 minutes at room temperature. The organic phase is separated, washed twice with water, dried, filtered and evaporated. The residue is dissolved in petroleumether and the solutio... The reactants are [Cu]C#N (copper(I) cyanide), BrC1=CC=C(C=C1)CC(=O)OC (methyl 4-bromophenylacetate). Run in CN1CCCC1=O (NMP). Run at temperature 200 celsius. Yields the product C(#N)C1=CC=C(C=C1)CC(=O)OC (Methyl 4-cyanophenylacetate). Reaction SMILES: [Cu][C:2]#[N:3].Br[C:5]1[CH:10]=[CH:9][C:8]([CH2:11][C:12]([O:14][CH3:15])=[O:13])=[CH:7][CH:6]=1>CN1C(=O)CCC1>[C:2]([C:5]1[CH:10]=[CH:9][C:8]([CH2:11][C:12]([O:14][CH3:15])=[O:13])=[CH:7][CH:6]=1)#[N:3]. Reported procedure: 5.1 g (56.7 mmol) of copper(I) cyanide were added to a solution of 10 g (43.7 mmol) of methyl 4-bromophenylacetate in 44 ml of NMP, and, in a microwave oven, the mixture was then heated to 200° C. for 60 min. The reaction mixture was then purified by flash chromatography on silica gel (mobile phase cyclohexane/ethyl acetate 5:1). This gave 4.65 g (61% of theory) of the title compound. Reactants: CC(C)NC(=O)CCl, [K+], [K+], O=C([O-])[O-], CN(C)C=O, COCCOc1cc2c(Nc3ccc4c(cnn4C(=O)OC(C)(C)C)c3)nc(-c3cccc(O)c3)nc2cc1OC. The product is COCCOc1cc2c(Nc3ccc4c(cnn4C(=O)OC(C)(C)C)c3)nc(-c3cccc(OCC(=O)NC(C)C)c3)nc2cc1OC. Reaction SMILES: [Cl:42][CH2:43][C:44](=[O:45])[NH:46][CH:47]([CH3:48])[CH3:49].[K+:50].[K+:51].[O-:52][C:53]([O-:54])=[O:55].[O:56]=[CH:57][N:58]([CH3:59])[CH3:60].[OH:1][c:2]1[cH:3][c:4](-[c:8]2[n:9][c:10]3[cH:11][c:12]([O:40][CH3:41])[c:13]([O:35][CH2:36][CH2:37][O:38][CH3:39])[cH:14][c:15]3[c:16]([NH:18][c:19]3[cH:20][c:21]4[cH:22][n:23][n:24]([C:28](=[O:29])[O:30][C:31]([CH3:32])([CH3:33])[CH3:34])[c:25]4[cH:26][cH:27]3)[n:17]2)[cH:5][cH:6][cH:7]1>>[O:1]([c:2]1[cH:3][c:4](-[c:8]2[n:9][c:10]3[cH:11][c:12]([O:40][CH3:41])[c:13]([O:35][CH2:36][CH2:37][O:38][CH3:39])[cH:14][c:15]3[c:16]([NH:18][c:19]3[cH:20][c:21]4[cH:22][n:23][n:24]([C:28](=[O:29])[O:30][C:31]([CH3:32])([CH3:33])[CH3:34])[c:25]4[cH:26][cH:27]3)[n:17]2)[cH:5][cH:6][cH:7]1)[CH2:43][C:44](=[O:45])[NH:46][CH:47]([CH3:48])[CH3:49]. As a reaction SMILES: [CH3:26][N:27]([CH3:28])[CH:29]=[O:30].[Cl:12][CH2:13][CH2:14][N:15]([C:16]([O:17][C:18]([CH3:19])([CH3:20])[CH3:21])=[O:22])[CH2:23][CH2:24][Cl:25].[H-:1].[Na+:2].[n:3]1[cH:4][c:5]([CH2:9][C:10]#[N:11])[cH:6][cH:7][cH:8]1>>[n:3]1[cH:4][c:5]([C:9]2([C:10]#[N:11])[CH2:13][CH2:14][N:15]([C:16]([O:17][C:18]([CH3:19])([CH3:20])[CH3:21])=[O:22])[CH2:23][CH2:24]2)[cH:6][cH:7][cH:8]1. The product is CC(C)(C)OC(=O)N1CCC(C#N)(c2cccnc2)CC1. Starting materials: CN(C)C=O, CC(C)(C)OC(=O)N(CCCl)CCCl, [H-], [Na+], N#CCc1cccnc1. Reactants: O=S(=O)(Cl)CCCCl, Cl, CN(C(=O)N(C)C1CN(C(=O)C2CCC(N)CC2)CC1c1ccc(F)cc1)c1cc(C(F)(F)F)cc(C(F)(F)F)c1. Product: CN(C(=O)N(C)C1CN(C(=O)C2CCC(NS(=O)(=O)CCCCl)CC2)CC1c1ccc(F)cc1)c1cc(C(F)(F)F)cc(C(F)(F)F)c1. RXN SMILES: [Cl:43][CH2:44][CH2:45][CH2:46][S:47](=[O:48])(=[O:49])[Cl:50].[ClH:1].[NH2:2][CH:3]1[CH2:4][CH2:5][CH:6]([C:9](=[O:10])[N:11]2[CH2:12][CH:13]([N:23]([C:24](=[O:25])[N:26]([CH3:27])[c:28]3[cH:29][c:30]([C:38]([F:39])([F:40])[F:41])[cH:31][c:32]([C:34]([F:35])([F:36])[F:37])[cH:33]3)[CH3:42])[CH:14]([c:16]3[cH:17][cH:18][c:19]([F:22])[cH:20][cH:21]3)[CH2:15]2)[CH2:7][CH2:8]1>>[NH:2]([CH:3]1[CH2:4][CH2:5][CH:6]([C:9](=[O:10])[N:11]2[CH2:12][CH:13]([N:23]([C:24](=[O:25])[N:26]([CH3:27])[c:28]3[cH:29][c:30]([C:38]([F:39])([F:40])[F:41])[cH:31][c:32]([C:34]([F:35])([F:36])[F:37])[cH:33]3)[CH3:42])[CH:14]([c:16]3[cH:17][cH:18][c:19]([F:22])[cH:20][cH:21]3)[CH2:15]2)[CH2:7][CH2:8]1)[S:47]([CH2:46][CH2:45][CH2:44][Cl:43])(=[O:48])=[O:49].